Dataset: the Open Reaction Database (ORD), a public repository of structured organic reaction records. Task: describe an organic reaction: reactants, conditions, products, and yield Reactants: OC1=C(C=C(C(=O)N(C)OC)C=C1)CN1CCOCC1 (4-hydroxy-N-methoxy-N-methyl-3-(morpholinomethyl)benzamide). The reagents and catalysts are [H-].[Cl-].C1(C=CC=C1)[Zr+2]C1C=CC=C1 (Bis(cyclopentadienyl)zirconium chloride hydride). The solvent is C1CCOC1 (THF). Run at time 2 hour. Yields the product OC1=C(C=C(C=O)C=C1)CN1CCOCC1 (4-hydroxy-3-(morpholinomethyl)benzaldehyde). RXN SMILES: [OH:1][C:2]1[CH:13]=[CH:12][C:5]([C:6](N(OC)C)=[O:7])=[CH:4][C:3]=1[CH2:14][N:15]1[CH2:20][CH2:19][O:18][CH2:17][CH2:16]1>C1COCC1.[H-].[Cl-].C1([Zr+2]C2C=CC=C2)C=CC=C1>[OH:1][C:2]1[CH:13]=[CH:12][C:5]([CH:6]=[O:7])=[CH:4][C:3]=1[CH2:14][N:15]1[CH2:16][CH2:17][O:18][CH2:19][CH2:20]1 |f:2.3.4|. Reported procedure: Bis(cyclopentadienyl)zirconium chloride hydride (4.29 g, 16.27 mmol) was added portionwise over 10 min to a solution of 4-hydroxy-N-methoxy-N-methyl-3-(morpholinomethyl)benzamide (3.8 g, 13.56 mmol) in THF (50 mL), under N2 whilst maintaining the temperature below 20° C. Stirred for 2 h, quenched with saturated potassium sodium tartrate, extracted with EtOAc (3×100 mL), washed with more saturated potassium sodium tartrate and brine, dried (Na2SO4), filtered and evaporated in vacuo. Purified by f... Starting materials: COC=1C(=NC(=NC1)C1=CC(=C(C=C1)N)[N+](=O)[O-])N1CCOCC1 (4-(5-methoxy-4-morpholin-4-yl-pyrimidin-2-yl)-2-nitro-phenylamine). Reagents/catalysts: [Pd] (Pd/C). Run in CO.CC(OCC)=O (MeOH EA). Run at time 5 hour. Product: COC=1C(=NC(=NC1)C=1C=C(C(=CC1)N)N)N1CCOCC1 (4-(5-Methoxy-4-morpholin-4-yl-pyrimidin-2-yl)-benzene-1,2-diamine). Reaction SMILES: [CH3:1][O:2][C:3]1[C:4]([N:19]2[CH2:24][CH2:23][O:22][CH2:21][CH2:20]2)=[N:5][C:6]([C:9]2[CH:14]=[CH:13][C:12]([NH2:15])=[C:11]([N+:16]([O-])=O)[CH:10]=2)=[N:7][CH:8]=1>CO.CC(=O)OCC.[Pd]>[CH3:1][O:2][C:3]1[C:4]([N:19]2[CH2:24][CH2:23][O:22][CH2:21][CH2:20]2)=[N:5][C:6]([C:9]2[CH:10]=[C:11]([NH2:16])[C:12]([NH2:15])=[CH:13][CH:14]=2)=[N:7][CH:8]=1 |f:1.2|. Procedure: A mixture of 4-(5-methoxy-4-morpholin-4-yl-pyrimidin-2-yl)-2-nitro-phenylamine (0.69 g, 1.0 eq.) and Pd/C (Cat.) in MeOH/EA (10 ml/10 ml) was prepared. The mixture was sharked and H2 gas was injected to the mixture for 4-6 hrs at room temperature. The mixture was filtered with Celite 454 and dried in vacuo to give a black sold (0.65 g, 99.9%) as a product. Starting materials: C1COCCN1, CCCCO, COc1cc2nc(N3CCN(c4ccnc(Cl)n4)CC3)nc(N)c2cc1OC. Yields the product COc1cc2nc(N3CCN(c4ccnc(N5CCOCC5)n4)CC3)nc(N)c2cc1OC. Reaction SMILES: [CH2:29]1[CH2:30][O:31][CH2:32][CH2:33][NH:34]1.[CH2:35]([OH:36])[CH2:37][CH2:38][CH3:39].[NH2:1][c:2]1[n:3][c:4]([N:16]2[CH2:17][CH2:18][N:19]([c:22]3[n:23][c:24]([Cl:28])[n:25][cH:26][cH:27]3)[CH2:20][CH2:21]2)[n:5][c:6]2[cH:7][c:8]([O:14][CH3:15])[c:9]([O:12][CH3:13])[cH:10][c:11]12>>[NH2:1][c:2]1[n:3][c:4]([N:16]2[CH2:17][CH2:18][N:19]([c:22]3[n:23][c:24]([N:34]4[CH2:29][CH2:30][O:31][CH2:32][CH2:33]4)[n:25][cH:26][cH:27]3)[CH2:20][CH2:21]2)[n:5][c:6]2[cH:7][c:8]([O:14][CH3:15])[c:9]([O:12][CH3:13])[cH:10][c:11]12. The reactants are C1(CCCCCC1)NC1=CC=CC=C1 (N-cycloheptyl aniline), BrBr (bromine), C([O-])([O-])=O.[Na+].[Na+] (sodium carbonate), C(=O)=O (carbon dioxide). The reagents and catalysts are [Br-].C(CCC)[N+](CCCC)(CCCC)CCCC (tetrabutylammonium bromide). Solvent: C(Cl)Cl (methylene chloride). Reaction conditions: temperature 0 celsius. Yields the product BrC1=CC=C(NC2CCCCCC2)C=C1 (4-bromo-N-cycloheptyl aniline). Yield: 80.7%. As a reaction SMILES: [CH:1]1([NH:8][C:9]2[CH:14]=[CH:13][CH:12]=[CH:11][CH:10]=2)[CH2:7][CH2:6][CH2:5][CH2:4][CH2:3][CH2:2]1.[Br:15]Br.C(=O)([O-])[O-].[Na+].[Na+].C(=O)=O>[Br-].C([N+](CCCC)(CCCC)CCCC)CCC.C(Cl)Cl>[Br:15][C:12]1[CH:13]=[CH:14][C:9]([NH:8][CH:1]2[CH2:7][CH2:6][CH2:5][CH2:4][CH2:3][CH2:2]2)=[CH:10][CH:11]=1 |f:2.3.4,6.7|. Procedure: 18.9 g N-cycloheptyl aniline (XXIV) (CA registration number [61142-86-7], see Synthesis, 1991, 11:1043-1045 for its preparation), 32.1 g tetrabutylammonium bromide [(C4H9)4N+Br−] and 100 ml methylene chloride (CH2Cl2) were placed into a three-necked flask and cooled down to 0° C. with iced saline. 15.8 g bromine (Br2) was dropped slowly with stirring and was stirred for 4 hours while maintaining at 0° C. The temperature was allowed to raise to room temperature and saturated sodium carbonate solu...